describe an organic reaction: reactants, conditions, products, and yield From a dataset of the Open Reaction Database (ORD), a public repository of structured organic reaction records. Reactants: CC(=O)OC(C)=O, ClC(Cl)Cl, Cc1sc(=S)n(CCO)c1-c1ccccc1. Yields the product CC(=O)OCCn1c(-c2ccccc2)c(C)sc1=S. As a reaction SMILES: [CH3:17][C:18](=[O:19])[O:20][C:21](=[O:22])[CH3:23].[Cl:24][CH:25]([Cl:26])[Cl:27].[OH:1][CH2:2][CH2:3][n:4]1[c:5](=[S:16])[s:6][c:7]([CH3:15])[c:8]1-[c:9]1[cH:10][cH:11][cH:12][cH:13][cH:14]1>>[O:1]([CH2:2][CH2:3][n:4]1[c:5](=[S:16])[s:6][c:7]([CH3:15])[c:8]1-[c:9]1[cH:10][cH:11][cH:12][cH:13][cH:14]1)[C:18]([CH3:17])=[O:19].